This data is from the Open Reaction Database (ORD), a public repository of structured organic reaction records. The task is: describe an organic reaction: reactants, conditions, products, and yield The reactants are BrC1=C(CBr)C=C(C=C1)OC (2-bromo-5-methoxybenzyl bromide), C[C@@H]1NC(O[C@@H]1C1=CC=CC=C1)=O ((4S,5R)-(−)-4-methyl-5-phenyl-2-oxazolidinone). Yields the product BrC1=C(CN2C(O[C@@H]([C@@H]2C)C2=CC=CC=C2)=O)C=C(C=C1)OC ((4S,5R)-3-(2-Bromo-5-methoxy-benzyl)-4-methyl-5-phenyl-oxazolidin-2-one). As a reaction SMILES: [Br:1][C:2]1[CH:9]=[CH:8][C:7]([O:10][CH3:11])=[CH:6][C:3]=1[CH2:4]Br.[CH3:12][C@H:13]1[C@@H:17]([C:18]2[CH:23]=[CH:22][CH:21]=[CH:20][CH:19]=2)[O:16][C:15](=[O:24])[NH:14]1>>[Br:1][C:2]1[CH:9]=[CH:8][C:7]([O:10][CH3:11])=[CH:6][C:3]=1[CH2:4][N:14]1[C@@H:13]([CH3:12])[C@@H:17]([C:18]2[CH:23]=[CH:22][CH:21]=[CH:20][CH:19]=2)[O:16][C:15]1=[O:24]. Procedure details: Prepared according to the procedure described in Example 1, Step 3, using the following starting materials: 2-bromo-5-methoxybenzyl bromide and (4S,5R)-(−)-4-methyl-5-phenyl-2-oxazolidinone. Starting materials: COC1=CC(=NC=C1)CSC=1NC2=C(N1)SC1=C2C=CC=C1 (2-(4-methoxy-2-picolylmercapto)-1H-benzothieno[2,3-d]imidazole), ClC1=CC(=CC=C1)C(=O)OO (m-chloroperbenzoic acid), C([O-])(O)=O.[Na+] (sodium bicarbonate). The solvent is ClCCl (dichloromethane). Reaction conditions: time 20 minute. The product is COC1=CC(=NC=C1)CS(=O)C=1NC2=C(N1)SC1=C2C=CC=C1 (2-(4-Methoxy-2-pyridylmethylsulfinyl)-1H-benzothieno[2,3-]imidazole). As a reaction SMILES: [CH3:1][O:2][C:3]1[CH:8]=[CH:7][N:6]=[C:5]([CH2:9][S:10][C:11]2[NH:12][C:13]3[C:18]4[CH:19]=[CH:20][CH:21]=[CH:22][C:17]=4[S:16][C:14]=3[N:15]=2)[CH:4]=1.ClC1C=CC=C(C(OO)=[O:31])C=1.C(=O)(O)[O-].[Na+]>ClCCl>[CH3:1][O:2][C:3]1[CH:8]=[CH:7][N:6]=[C:5]([CH2:9][S:10]([C:11]2[NH:12][C:13]3[C:18]4[CH:19]=[CH:20][CH:21]=[CH:22][C:17]=4[S:16][C:14]=3[N:15]=2)=[O:31])[CH:4]=1 |f:2.3|. Procedure details: To a solution of 1 g of 2-(4-methoxy-2-picolylmercapto)-1H-benzothieno[2,3-d]imidazole in 75 ml of dichloromethane at room temperature was added 0.6 g of m-chloroperbenzoic acid and, after stirring for 20 minutes, saturated aqueous sodium bicarbonate solution was added, and the organic phase was separated off. After the solvent had been evaporated off under reduced pressure, crystallization was induced by treatment with a little ethyl acetate and diisopropyl ether. Colorless solid, decomposition... Reactants: ClC=1C=C(N)C=CC1 (3-chloro-aniline). Run in solution, Cl (HCl), CO (methanol). Yields the product Cl.ClC=1C=C(N)C=CC1 (3-chloro-aniline hydrochloride). Reaction SMILES: [Cl:1][C:2]1[CH:3]=[C:4]([CH:6]=[CH:7][CH:8]=1)[NH2:5]>Cl.CO>[ClH:1].[Cl:1][C:2]1[CH:3]=[C:4]([CH:6]=[CH:7][CH:8]=1)[NH2:5] |f:3.4|. Reported procedure: 60 g (0.47 mol) of 3-chloro-aniline are dissolved in 255 ml (0.56 mol) of a 2.2N solution of HCl in methanol. Concentration and stirring of the residue in diethyl ether, followed by filtering and drying, yield 3-chloro-aniline hydrochloride. Reactants: C([O-])(O)=O.[Na+] (sodium bicarbonate), C(CCC)OCCOC1=CC=C(C=C1)C=1C=CC2=C(C=C(CCN2)C(=O)NC2=CC(=C(C=C2)C(C2=[N+](C=CC=C2)[O-])O)OCC(F)(F)F)C1 (7-[4-(2-butoxyethoxy)phenyl]-N-[4-[hydroxy(1-oxidopyridin-2-yl)methyl]-3-(2,2,2-trifluoroethoxy)phenyl]-2,3-dihydro-1H-1-benzazepine-4-carboxamide), propionyl aldehyde, ClCCCl (1,2-dichloroethane), triacetoxy sodium borohydride. Reaction conditions: time 8 hour. Yields the product C(CCC)OCCOC1=CC=C(C=C1)C=1C=CC2=C(C=C(CCN2CCC)C(=O)NC2=CC(=C(C=C2)C(C2=[N+](C=CC=C2)[O-])O)OCC(F)(F)F)C1 (7-[4-(2-butoxyethoxy)phenyl]-N-[4-[hydroxy(1-oxidopyridin-2-yl)methyl]-3-(2,2,2-trifluoroethoxy)phenyl]-1-propyl-2,3-dihydro-1H-1-benzazepine-4-carboxamide). RXN SMILES: [CH2:1]([O:5][CH2:6][CH2:7][O:8][C:9]1[CH:14]=[CH:13][C:12]([C:15]2[CH:16]=[CH:17][C:18]3[NH:24][CH2:23][CH2:22][C:21]([C:25]([NH:27][C:28]4[CH:33]=[CH:32][C:31]([CH:34]([OH:42])[C:35]5[CH:40]=[CH:39][CH:38]=[CH:37][N+:36]=5[O-:41])=[C:30]([O:43][CH2:44][C:45]([F:48])([F:47])[F:46])[CH:29]=4)=[O:26])=[CH:20][C:19]=3[CH:49]=2)=[CH:11][CH:10]=1)[CH2:2][CH2:3][CH3:4].[C:50](=O)(O)[O-].[Na+].Cl[CH2:56][CH2:57]Cl>>[CH2:1]([O:5][CH2:6][CH2:7][O:8][C:9]1[CH:14]=[CH:13][C:12]([C:15]2[CH:16]=[CH:17][C:18]3[N:24]([CH2:50][CH2:56][CH3:57])[CH2:23][CH2:22][C:21]([C:25]([NH:27][C:28]4[CH:33]=[CH:32][C:31]([CH:34]([OH:42])[C:35]5[CH:40]=[CH:39][CH:38]=[CH:37][N+:36]=5[O-:41])=[C:30]([O:43][CH2:44][C:45]([F:48])([F:46])[F:47])[CH:29]=4)=[O:26])=[CH:20][C:19]=3[CH:49]=2)=[CH:11][CH:10]=1)[CH2:2][CH2:3][CH3:4] |f:1.2|. Procedure: 7-[4-(2-butoxyethoxy)phenyl]-N-[4-[hydroxy(1-oxidopyridin-2-yl)methyl]-3-(2,2,2-trifluoroethoxy)phenyl]-2,3-dihydro-1H-1-benzazepine-4-carboxamide (0.5 g) and propionyl aldehyde (0.27 ml) were dissolved in 1,2-dichloroethane (25 ml), and to the solution, triacetoxy sodium borohydride (0.78 g) was added under ice-cooling and the mixture was stirred overnight at room temperature. The mixture was neutralized with solution of sodium bicarbonate, concentrated, and extracted with ethyl acetate. The or... Starting materials: ClC1=C(C(=CC=C1)Cl)C (2,6-dichlorotoluene), [OH-].[K+] (potassium hydroxide), CO (methanol), O (water). The product is ClC=1C(=C(C=CC1)OC)C (3-Chloro-2-methylanisole). Reaction SMILES: [Cl:1][C:2]1[CH:7]=[CH:6][CH:5]=[C:4](Cl)[C:3]=1[CH3:9].[OH-:10].[K+].O.[CH3:13]O>>[Cl:1][C:2]1[C:3]([CH3:9])=[C:4]([O:10][CH3:13])[CH:5]=[CH:6][CH:7]=1 |f:1.2|. Reported procedure: 8.1 g (0.05 mol) of 2,6-dichlorotoluene and 9.9 g (0.15 mol) of potassium hydroxide (85%) are heated in 40 ml of methanol in an autoclave at 160° C. for 20 hours, and the pressure rises to about 12 bar. After cooling, the reaction mixture is poured into about 250 ml of water and extracted three times with about 70 ml of dichloromethane. The united organic phases are dried over sodium sulphate and evaporated under reduced pressure. 3-Chloro-2-methylanisole is obtained as an oil (2.5 g, GC analysi... Yields the product C1(=CC=CC=C1)CCC(=O)N[C@@H](C(C)C)C(=O)N[C@@H](C)C(=O)O (PhCH2CH2COValAlaOH). As a reaction SMILES: [C:1]1([CH2:7][CH2:8][C:9]([NH:11][C@H:12]([C:16]([NH:18][C@H:19]([C:21]([O:23]C)=[O:22])[CH3:20])=[O:17])[CH:13]([CH3:15])[CH3:14])=[O:10])[CH:6]=[CH:5][CH:4]=[CH:3][CH:2]=1.[Li+].[OH-].C(OC(=O)C)C.CN(C=O)C>CO>[C:1]1([CH2:7][CH2:8][C:9]([NH:11][C@H:12]([C:16]([NH:18][C@H:19]([C:21]([OH:23])=[O:22])[CH3:20])=[O:17])[CH:13]([CH3:15])[CH3:14])=[O:10])[CH:6]=[CH:5][CH:4]=[CH:3][CH:2]=1 |f:1.2|. Starting materials: AcTyr(O-t-butyl)ValAlaOH, C1(=CC=CC=C1)CCC(=O)N[C@@H](C(C)C)C(=O)N[C@@H](C)C(=O)OC (PhCH2CH2COValAlaOCH3), [Li+].[OH-] (LiOH), sulfonic acid, resin, pure product, C(C)OC(C)=O (ethylacetate), ( 29),204(11 ), CN(C)C=O (DMF). Procedure: By the same procedure used to prepare AcTyr(O-t-butyl)ValAlaOH, PhCH2CH2COValAlaOCH3 (508 mg, 1.52 mmole) and LiOH.OH (319 mg, 7.6 mmole) in 10% aqueous CH3OH (15 mL) gave, after quenching with sulfonic acid ion exchange resin (17.0 g, 38 meq), 511 mg (100%) of pure product as a white powder. Recyrstallization of a portion from ethylacetate gave an analytical sample: mp 205°-206° C.; 1H NMR (DMSO-d6) δ 0.76 (d, J=6.7 Hz, 3H), 0.81 (d, J=6.8 Hz, 3H), 1.24 (d, J=7.3 Hz, 3H), 1.8-1.95 (m, 1H), 2.35... Run in CO (CH3OH). Reactants: CN1[C@H](C(=O)O)CCC1 (1-methylproline), ClC=1C=C(C=CC1OCC1=NC=CC=C1)NC1=NC=NC2=CC=CC(=C12)OCCNC (N-[3-chloro-4-(pyridin-2-ylmethoxy)phenyl]-5-[2-(methylamino)ethoxy]quinazolin-4-amine). Yields the product ClC=1C=C(C=CC1OCC1=NC=CC=C1)NC1=NC=NC2=CC=CC(=C12)OCCN(C([C@H]1N(CCC1)C)=O)C (N-{2-[(4-{[3-Chloro-4-(pyridin-2-ylmethoxy)phenyl]amino}quinazolin-5-yl)oxy]ethyl}-N,1-dimethylprolinamide). Isolated yield 38.0%. As a reaction SMILES: [CH3:1][N:2]1[CH2:9][CH2:8][CH2:7][C@H:3]1[C:4]([OH:6])=O.[Cl:10][C:11]1[CH:12]=[C:13]([NH:25][C:26]2[C:35]3[C:30](=[CH:31][CH:32]=[CH:33][C:34]=3[O:36][CH2:37][CH2:38][NH:39][CH3:40])[N:29]=[CH:28][N:27]=2)[CH:14]=[CH:15][C:16]=1[O:17][CH2:18][C:19]1[CH:24]=[CH:23][CH:22]=[CH:21][N:20]=1>>[Cl:10][C:11]1[CH:12]=[C:13]([NH:25][C:26]2[C:35]3[C:30](=[CH:31][CH:32]=[CH:33][C:34]=3[O:36][CH2:37][CH2:38][N:39]([CH3:40])[C:4](=[O:6])[C@@H:3]3[CH2:7][CH2:8][CH2:9][N:2]3[CH3:1])[N:29]=[CH:28][N:27]=2)[CH:14]=[CH:15][C:16]=1[O:17][CH2:18][C:19]1[CH:24]=[CH:23][CH:22]=[CH:21][N:20]=1. Procedure: The procedure described in Example 1 was repeated using 1-methylproline and N-[3-chloro-4-(pyridin-2-ylmethoxy)phenyl]-5-[2-(methylamino)ethoxy]quinazolin-4-amine (obtained as described in Example 1, preparation of starting materials) to give the title compound in 38% yield; NMR spectrum (DMSO-d6) 1.55-1.68 (m, 3H), 1.92-2.03 (m, 2H), 2.12 (s, 2H), 3.29 (s, 6H), 3.87-4.03 (m, 2H), 4.40-4.61 (m, 2H), 5.31 (s, 2H), 7.17 (d, 1H), 7.22 (d, 1H), 7.33 (d, 1H), 7.35-7.39 (m, 1H), 7.57-7.63 (m, 2H), 7.6... Reactants: CC(CN1N=NC2=C1C=CC(=C2)N)(C)C (1-(2,2-dimethylpropyl)-1H-1,2,3-benzotriazol-5-amine), diazonium salt, N(=O)[O-].[Na+] (sodium nitrite), diazonium. Run in OS(=O)(=O)O (H2SO4), O (water). The product is CC(CN1N=NC2=C1C=CC(=C2)O)(C)C (1-(2,2-dimethylpropyl)-1H-1,2,3-benzotriazol-5-ol). Reaction SMILES: [CH3:1][C:2]([CH3:15])([CH3:14])[CH2:3][N:4]1[C:8]2[CH:9]=[CH:10][C:11](N)=[CH:12][C:7]=2[N:6]=[N:5]1.N([O-])=[O:17].[Na+]>OS(O)(=O)=O.O>[CH3:1][C:2]([CH3:15])([CH3:14])[CH2:3][N:4]1[C:8]2[CH:9]=[CH:10][C:11]([OH:17])=[CH:12][C:7]=2[N:6]=[N:5]1 |f:1.2|. Procedure details: To a solution of 1-(2,2-dimethylpropyl)-1H-1,2,3-benzotriazol-5-amine (2-4, 150 mg, 0.734 mmol, 1.0 equv.) in 20% H2SO4 (5 mL), was slowly added sodium nitrite (70.8 mg, 1.026 mmol, 1.4 equiv.). The reaction mixture was stirred at room temperature until LCMS showed complete conversion to diazonium ion. The reaction solution was transferred to a microwave vial, and then irradiated at 120° C. for 50 minutes. LCMS showed complete hydrolysis of the diazonium salt. The reaction mixture was diluted wi...